describe an organic reaction: reactants, conditions, products, and yield From a dataset of the Open Reaction Database (ORD), a public repository of structured organic reaction records. Starting materials: COC(=O)C(CC1CCC1)c1cc(Br)c(N)c(OCC(F)(F)F)c1, CCOC(C)=O, COCCOC, OB(O)c1ccc(C(F)(F)F)cc1, O, c1ccc(P(c2ccccc2)(c2ccccc2)[Pd](P(c2ccccc2)(c2ccccc2)c2ccccc2)(P(c2ccccc2)(c2ccccc2)c2ccccc2)P(c2ccccc2)(c2ccccc2)c2ccccc2)cc1. RXN SMILES: [CH3:1][O:2][C:3]([CH:4]([CH2:5][CH:6]1[CH2:7][CH2:8][CH2:9]1)[c:10]1[cH:11][c:12]([Br:23])[c:13]([NH2:22])[c:14]([O:16][CH2:17][C:18]([F:19])([F:20])[F:21])[cH:15]1)=[O:24].[CH3:39][CH2:40][O:41][C:42]([CH3:43])=[O:44].[CH3:45][O:46][CH2:47][CH2:48][O:49][CH3:50].[F:25][C:26]([c:27]1[cH:28][cH:29][c:30]([B:33]([OH:34])[OH:35])[cH:31][cH:32]1)([F:36])[F:37].[OH2:38].[cH:51]1[cH:52][cH:53][c:54]([P:55]([Pd:56]([P:57]([c:58]2[cH:59][cH:60][cH:61][cH:62][cH:63]2)([c:64]2[cH:65][cH:66][cH:67][cH:68][cH:69]2)[c:70]2[cH:71][cH:72][cH:73][cH:74][cH:75]2)([P:76]([c:77]2[cH:78][cH:79][cH:80][cH:81][cH:82]2)([c:83]2[cH:84][cH:85][cH:86][cH:87][cH:88]2)[c:89]2[cH:90][cH:91][cH:92][cH:93][cH:94]2)[P:95]([c:96]2[cH:97][cH:98][cH:99][cH:100][cH:101]2)([c:102]2[cH:103][cH:104][cH:105][cH:106][cH:107]2)[c:108]2[cH:109][cH:110][cH:111][cH:112][cH:113]2)([c:114]2[cH:115][cH:116][cH:117][cH:118][cH:119]2)[c:120]2[cH:121][cH:122][cH:123][cH:124][cH:125]2)[cH:126][cH:127]1>>[CH3:1][O:2][C:3]([CH:4]([CH2:5][CH:6]1[CH2:7][CH2:8][CH2:9]1)[c:10]1[cH:11][c:12](-[c:30]2[cH:29][cH:28][c:27]([C:26]([F:25])([F:36])[F:37])[cH:32][cH:31]2)[c:13]([NH2:22])[c:14]([O:16][CH2:17][C:18]([F:19])([F:20])[F:21])[cH:15]1)=[O:24]. The product is COC(=O)C(CC1CCC1)c1cc(OCC(F)(F)F)c(N)c(-c2ccc(C(F)(F)F)cc2)c1. The reactants are Compound M48, ClC1=CC=C(C=C1)S (4-chlorothiophenol), C(C)(C)(C)OC(=O)NC[C@H]1C[C@@H](N(C1)C(=O)OC(C)(C)C)C(=O)O (trans-4-(N-tert-butoxycarbonylaminomethyl)-N-tert-butoxycarbonyl-D-proline), C(C)(C)(C)OC(=O)N[C@H](CC(C)C)C(=O)O (N-tert-butoxycarbonyl-D-leucine), OC1=NC2=CC=CC=C2C=C1 (2-hydroxyquinoline), C(C)(C)(C)OC(=O)NCC(=O)N[C@@H]1C[C@H](N(C1)C(=O)OC(C)(C)C)C(=O)O (trans-4-(N-tert-butoxycarbonylglycyl)amino-N-tert-butoxycarbonyl-L-proline). The product is NCC(=O)N[C@@H]1C[C@H](NC1)C(=O)N[C@H](CC(C)C)CSC1=CC=C(C=C1)Cl ((2S,4R)-4-(2-Aminoacetamido)-N-[(1R)-3-methyl-1-[(4-chlorphenylthio)methyl]butyl]-2-pyrrolidinecarboxamide). RXN SMILES: C(O[C:6]([NH:8][C@@H:9]([C:14](O)=O)[CH2:10][CH:11]([CH3:13])[CH3:12])=[O:7])(C)(C)C.OC1C=CC2C(=CC=CC=2)N=1.[Cl:28][C:29]1[CH:34]=[CH:33][C:32]([SH:35])=[CH:31][CH:30]=1.C(OC(NC[C@@H]1CN(C(OC(C)(C)C)=O)[C@@H](C(O)=O)C1)=O)(C)(C)C.C(OC([NH:67][CH2:68][C:69]([NH:71][C@H:72]1[CH2:76][N:75](C(OC(C)(C)C)=O)[C@H:74](C(O)=O)[CH2:73]1)=[O:70])=O)(C)(C)C>>[NH2:67][CH2:68][C:69]([NH:71][C@H:72]1[CH2:76][NH:75][C@H:74]([C:6]([NH:8][C@@H:9]([CH2:14][S:35][C:32]2[CH:33]=[CH:34][C:29]([Cl:28])=[CH:30][CH:31]=2)[CH2:10][CH:11]([CH3:12])[CH3:13])=[O:7])[CH2:73]1)=[O:70]. Procedure: This corpound was prepared as for Compound M48, replacing N-tert-butoxycarbonyl-D-homophenylalaine with N-tert-butoxycarbonyl-D-leucine, 2-hydroxyquinoline with 4-chlorothiophenol and trans-4-(N-tert-butoxycarbonylaminomethyl)-N-tert-butoxycarbonyl-D-proline with trans-4-(N-tert-butoxycarbonylglycyl)amino-N-tert-butoxycarbonyl-L-proline. Starting materials: ClC=1C(=NC=CC1)CCCCN (3-chloro-2-(4-aminobutyl)pyridine), C(#N)C(=C(NC)SC)C#N (1,1-dicyano-2-methylthio-2-methylaminoethylene). Solvent: C(C)#N (acetonitrile). Yields the product C(#N)C(=C(NCCCCC1=NC=CC=C1Cl)NC)C#N (1,1-Dicyano-2-methylamino-2-[4-(3-chloro-2-pyridyl)butylamino]-ethylene). Reaction SMILES: [Cl:1][C:2]1[C:3]([CH2:8][CH2:9][CH2:10][CH2:11][NH2:12])=[N:4][CH:5]=[CH:6][CH:7]=1.[C:13]([C:15]([C:21]#[N:22])=[C:16](SC)[NH:17][CH3:18])#[N:14]>C(#N)C>[C:13]([C:15]([C:21]#[N:22])=[C:16]([NH:17][CH3:18])[NH:12][CH2:11][CH2:10][CH2:9][CH2:8][C:3]1[C:2]([Cl:1])=[CH:7][CH:6]=[CH:5][N:4]=1)#[N:14]. Procedure details: Reaction of 3-chloro-2-(4-aminobutyl)pyridine with 1,1-dicyano-2-methylthio-2-methylaminoethylene in acetonitrile at room temperature for one hour yields the title product. The reactants are BrCCc1ccc(Br)cc1, COc1ccc(OC)c(Sc2nc3c(N)ncnc3[nH]2)c1. The product is COc1ccc(OC)c(Sc2nc3c(N)ncnc3n2CCc2ccc(Br)cc2)c1. RXN SMILES: [Br:22][CH2:23][CH2:24][c:25]1[cH:26][cH:27][c:28]([Br:31])[cH:29][cH:30]1.[CH3:1][O:2][c:3]1[c:4]([S:11][c:12]2[nH:13][c:14]3[n:15][cH:16][n:17][c:18]([NH2:21])[c:19]3[n:20]2)[cH:5][c:6]([O:9][CH3:10])[cH:7][cH:8]1>>[CH3:1][O:2][c:3]1[c:4]([S:11][c:12]2[n:13]([CH2:23][CH2:24][c:25]3[cH:26][cH:27][c:28]([Br:31])[cH:29][cH:30]3)[c:14]3[n:15][cH:16][n:17][c:18]([NH2:21])[c:19]3[n:20]2)[cH:5][c:6]([O:9][CH3:10])[cH:7][cH:8]1. Reactants: C1CCNCC1, CC(=O)O, O=C1CCc2ccccc21, O=Cc1ccsc1. Product: O=C1C(=Cc2ccsc2)Cc2ccccc21. As a reaction SMILES: [CH2:18]1[CH2:19][CH2:20][NH:21][CH2:22][CH2:23]1.[CH3:24][C:25](=[O:26])[OH:27].[O:1]=[C:2]1[CH2:3][CH2:4][c:5]2[cH:6][cH:7][cH:8][cH:9][c:10]21.[s:11]1[cH:12][c:13]([CH:16]=[O:17])[cH:14][cH:15]1>>[O:1]=[C:2]1[C:3](=[CH:16][c:13]2[cH:12][s:11][cH:15][cH:14]2)[CH2:4][c:5]2[cH:6][cH:7][cH:8][cH:9][c:10]21. The reactants are BrC1=C(C(=C(C=C1)B(O)O)F)OC ((4-bromo-2-fluoro-3-methoxyphenyl)boronic acid), BrC=1N=CC(=NC1)N (5-bromopyrazin-2-amine), CCO (EtOH), C(=O)([O-])[O-].[Na+].[Na+] (Na2CO3). The reagents and catalysts are C=1C=CC(=CC1)[P](C=2C=CC=CC2)(C=3C=CC=CC3)[Pd]([P](C=4C=CC=CC4)(C=5C=CC=CC5)C=6C=CC=CC6)([P](C=7C=CC=CC7)(C=8C=CC=CC8)C=9C=CC=CC9)[P](C=1C=CC=CC1)(C=1C=CC=CC1)C=1C=CC=CC1 (Pd(PPh3)4). The solvent is C1(=CC=CC=C1)C (toluene). Conditions: temperature 80 celsius. Yields the product BrC1=C(C(=C(C=C1)C=1N=CC(=NC1)N)F)OC (5-(4-Bromo-2-fluoro-3-methoxyphenyl)pyrazin-2-amine). As a reaction SMILES: [Br:1][C:2]1[CH:7]=[CH:6][C:5](B(O)O)=[C:4]([F:11])[C:3]=1[O:12][CH3:13].Br[C:15]1[N:16]=[CH:17][C:18]([NH2:21])=[N:19][CH:20]=1.CCO.C([O-])([O-])=O.[Na+].[Na+]>C1C=CC([P]([Pd]([P](C2C=CC=CC=2)(C2C=CC=CC=2)C2C=CC=CC=2)([P](C2C=CC=CC=2)(C2C=CC=CC=2)C2C=CC=CC=2)[P](C2C=CC=CC=2)(C2C=CC=CC=2)C2C=CC=CC=2)(C2C=CC=CC=2)C2C=CC=CC=2)=CC=1.C1(C)C=CC=CC=1>[Br:1][C:2]1[CH:7]=[CH:6][C:5]([C:15]2[N:16]=[CH:17][C:18]([NH2:21])=[N:19][CH:20]=2)=[C:4]([F:11])[C:3]=1[O:12][CH3:13] |f:3.4.5,^1:34,36,55,74|. Procedure: A mixture of (4-bromo-2-fluoro-3-methoxyphenyl)boronic acid (940 mg, 1.69 mmol) and 5-bromopyrazin-2-amine (1.31 g, 7.56 mmol) was treated with EtOH (12.4 ml), toluene (12.8 ml), and aqueous Na2CO3 (2.0 N, 9.44 ml, 18.9 mmol), and the resulting mixture deoxygenated by sparging with for 10 minutes. Pd(PPh3)4 (218 mg, 0.189 mmol) was then added, and the mixture heated at 80° Celsius for 17 h. The reaction was cooled to rt and then partitioned between saturated aqueous NH4Cl and EtOAc. The organic ... Starting materials: CC(C)([S@](=O)N[C@H](C=1C=C(C=CC1)P(OCC)(=O)C)C1=CC=CC=C1)C (Ethyl 3-((S)—((S)-1,1dimethylethylsulfinamido)(phenyl)methyl)phenyl(methyl)phosphinate), CC(C)([S@](=O)N[C@H](C=1C=C(C=CC1)P(OCC)(=O)C)C1=CC=CC=C1)C (Ethyl 3-((S)—((S)-1,1-dimethylethylsulfinamido)(phenyl)methyl)phenyl(methyl)phosphinate), crude product. Run in Cl.O1CCOCC1 (HCl dioxane). Conditions: time 2 hour. The product is N[C@H](C=1C=C(C=CC1)P(OCC)(=O)C)C1=CC=CC=C1 (Ethyl 3-((S)-amino(phenyl)methyl)phenyl(methyl)phosphinate). RXN SMILES: CC(C)([S@@]([NH:6][C@@H:7]([C:20]1[CH:25]=[CH:24][CH:23]=[CH:22][CH:21]=1)[C:8]1[CH:9]=[C:10]([P:14]([CH3:19])(=[O:18])[O:15][CH2:16][CH3:17])[CH:11]=[CH:12][CH:13]=1)=O)C>Cl.O1CCOCC1>[NH2:6][C@@H:7]([C:20]1[CH:21]=[CH:22][CH:23]=[CH:24][CH:25]=1)[C:8]1[CH:9]=[C:10]([P:14]([CH3:19])(=[O:18])[O:15][CH2:16][CH3:17])[CH:11]=[CH:12][CH:13]=1 |f:1.2|. Procedure details: Ethyl 3-((S)—((S)-1,1dimethylethylsulfinamido)(phenyl)methyl)phenyl(methyl)phosphinate, 25-c, (25 g, 76% purity, 48.7 mmol) was dissolved in HCl/dioxane (150 ml, 4 mol/L) and the mixture was stirred at room temperature for 2 h. The mixture was then concentrated under vacuum and the residue was dissolved in H2O (90 ml) and HCl (10 ml). The aqueous phase was extracted with EA (80 ml×5). The pH of the aqueous phase was adjusted to about pH=12 and extracted with EA (100 ml*3). The organic layer was ... Reactants: C(C)(C)(C)OC(NC(CCCCNC(C(C)NC(=O)OC(C)(C)C)=O)C(NC1=CC=C(C=C1)C#CC1=C(C(=NC(=C1F)F)F)F)=O)=O ({5-(2-tert-Butoxycarbonylamino-propionylamino)-1-[4-(2,3,5,6-tetrafluoro-pyridin-4-ylethynyl)-phenylcarbamoyl]-pentyl}-carbamic acid tert-butyl ester), NCCCC[C@@H](C(=O)NC1=CC=C(C=C1)C#CC1=C(C(=NC(=C1F)F)F)F)NC([C@H](C)N)=O ((S)-6-amino-2-((S)-2-aminopropanamido)-N-(4-((perfluoropyridin-4-yl)ethynyl)phenyl) hexanamide), C(C)(C)(C)OC(NCCCCC(C(NC1=CC=C(C=C1)C#CC1=C(C(=NC(=C1F)F)F)F)=O)NC(C(C)NC(=O)OC(C)(C)C)=O)=O ((5-(2-tert-Butoxycarbonylamino-propionylamino)-5-[4-(2,3,5,6-tetrafluoro-pyridin-4-ylethynyl)-phenylcarbamoyl]-pentyl}-carbamic acid tert-butyl ester). Yields the product N[C@H](C(=O)NC1=CC=C(C=C1)C#CC1=C(C(=NC(=C1F)F)F)F)CCCCNC([C@H](C)N)=O ((S)-2-amino-6-((S)-2-aminopropanamido)-N-(4-((perfluoropyridin-4-yl)ethynyl)phenyl) hexanamide). Isolated yield 95.0%. RXN SMILES: C(OC(=O)[NH:7][CH:8]([C:26](=[O:46])[NH:27][C:28]1[CH:33]=[CH:32][C:31]([C:34]#[C:35][C:36]2[C:41]([F:42])=[C:40]([F:43])[N:39]=[C:38]([F:44])[C:37]=2[F:45])=[CH:30][CH:29]=1)[CH2:9][CH2:10][CH2:11][CH2:12][NH:13][C:14](=[O:25])[CH:15]([NH:17]C(OC(C)(C)C)=O)[CH3:16])(C)(C)C.NCCCC[C@H](NC(=O)[C@@H](N)C)C(NC1C=CC(C#CC2C(F)=C(F)N=C(F)C=2F)=CC=1)=O.C(OC(=O)NCCCCC(NC(=O)C(NC(OC(C)(C)C)=O)C)C(=O)NC1C=CC(C#CC2C(F)=C(F)N=C(F)C=2F)=CC=1)(C)(C)C>>[NH2:7][C@@H:8]([CH2:9][CH2:10][CH2:11][CH2:12][NH:13][C:14](=[O:25])[C@@H:15]([NH2:17])[CH3:16])[C:26]([NH:27][C:28]1[CH:29]=[CH:30][C:31]([C:34]#[C:35][C:36]2[C:37]([F:45])=[C:38]([F:44])[N:39]=[C:40]([F:43])[C:41]=2[F:42])=[CH:32][CH:33]=1)=[O:46]. Procedure details: The compound (26) was prepared from compound (25) by using the same procedure as synthesis of compound (23) from compound (22), in 95% yield; 1H NMR (400 MHz, CD3OD): 7.77 (d, J=8.7 Hz, 2H), 7.64 (d, J=8.7 Hz, 2H), 4.0 (t, J=6.6 Hz, 1H), 3.84 (q, J=7.3 Hz, 1H), 3.29-3.19 (m, 2H), 2.05-1.85 (m, 2H), 1.65-1.55 (m, 2H), 1.54-1.46 (m, 2H), 1.43 (d, J=7.3 Hz, 3H); Reactants: O=C([O-])CC(O)(CC(=O)[O-])C(=O)[O-], CS(=O)(=O)c1ccccc1C1CCNCC1, CN(CC(CC=O)c1ccc(F)c(F)c1)C(=O)c1cccc2c1CCCC2. Product: CN(CC(CCN1CCC(c2ccccc2S(C)(=O)=O)CC1)c1ccc(F)c(F)c1)C(=O)c1cccc2c1CCCC2. RXN SMILES: [C:44]([O-:45])(=[O:46])[CH2:47][C:48]([CH2:49][C:50]([O-:51])=[O:52])([C:53]([O-:54])=[O:55])[OH:56].[CH3:28][S:29](=[O:30])(=[O:31])[c:32]1[c:33]([CH:38]2[CH2:39][CH2:40][NH:41][CH2:42][CH2:43]2)[cH:34][cH:35][cH:36][cH:37]1.[F:1][c:2]1[cH:3][c:4]([CH:9]([CH2:10][N:11]([C:12](=[O:13])[c:14]2[cH:15][cH:16][cH:17][c:18]3[c:23]2[CH2:22][CH2:21][CH2:20][CH2:19]3)[CH3:24])[CH2:25][CH:26]=[O:27])[cH:5][cH:6][c:7]1[F:8]>>[F:1][c:2]1[cH:3][c:4]([CH:9]([CH2:10][N:11]([C:12](=[O:13])[c:14]2[cH:15][cH:16][cH:17][c:18]3[c:23]2[CH2:22][CH2:21][CH2:20][CH2:19]3)[CH3:24])[CH2:25][CH2:26][N:41]2[CH2:40][CH2:39][CH:38]([c:33]3[c:32]([S:29]([CH3:28])(=[O:30])=[O:31])[cH:37][cH:36][cH:35][cH:34]3)[CH2:43][CH2:42]2)[cH:5][cH:6][c:7]1[F:8].